From a dataset of the Open Reaction Database (ORD), a public repository of structured organic reaction records. describe an organic reaction: reactants, conditions, products, and yield Reactants: ClC=1C=C(C=CC1)NC(C1=C(N=CC=C1)N[C@@H]1CNCCC1)=O ((S)—N-(3-chlorophenyl)-2-(3-piperidylamino)nicotinamide), ClC=1C=C(C=CC1)NC(C1=C(N=CC=C1)NC1CC(NC(C1)(C)C)(C)C)=O (N-(3-chlorophenyl)-2-(2,2,6,6-tetramethylpiperidin-4-ylamino)nicotinamide), C(C1=CC=CC=C1)Cl (benzylchloride), BrCCO (2-bromoethanol). Yields the product C(C1=CC=CC=C1)N1C[C@@H](CCC1)NC1=C(C(=O)NC2=CC(=CC=C2)Cl)C=CC=N1 ((R)-2-(1-benzylpiperidin-3-ylamino)-N-(3-chlorophenyl)nicotinamide). The yield is 64.4%. Reaction SMILES: [Cl:1][C:2]1[CH:3]=[C:4]([NH:8][C:9](=[O:23])[C:10]2[CH:15]=[CH:14][CH:13]=[N:12][C:11]=2[NH:16][C@H:17]2[CH2:22][CH2:21][CH2:20][NH:19][CH2:18]2)[CH:5]=[CH:6][CH:7]=1.ClC1C=C(NC(=O)C2C=CC=NC=2NC2CC(C)(C)NC(C)(C)C2)C=CC=1.[CH2:51](Cl)[C:52]1[CH:57]=[CH:56][CH:55]=[CH:54][CH:53]=1.BrCCO>>[CH2:51]([N:19]1[CH2:20][CH2:21][CH2:22][C@@H:17]([NH:16][C:11]2[N:12]=[CH:13][CH:14]=[CH:15][C:10]=2[C:9]([NH:8][C:4]2[CH:5]=[CH:6][CH:7]=[C:2]([Cl:1])[CH:3]=2)=[O:23])[CH2:18]1)[C:52]1[CH:57]=[CH:56][CH:55]=[CH:54][CH:53]=1. Procedure details: The title compound was prepared in the same manner as in Example 21, with the exception that (S)—N-(3-chlorophenyl)-2-(3-piperidylamino)nicotinamide of Example 20-A, instead of N-(3-chlorophenyl)-2-(2,2,6,6-tetramethylpiperidin-4-ylamino)nicotinamide, and benzylchloride, instead of 2-bromoethanol, were used in the same molar amounts (Yield: 64.4%). 1H NMR (CDCl3) δ 8.33 (d, 1H), 8.24 (d, 1H), 7.83 (s, 1H), 7.74 (s, 1H), 7.68 (d, 1H), 7.47-7.13 (m, 7H), 6.53-6.46 (m, 1H), 4.39-4.27 (m, 1H), 2.69 ... Reactants: COC(CN)OC, CCO, CCCCCC, CC(C)Nc1cccnc1N1CCN(C(=O)c2ccc(C(=O)O)cn2)CC1. Yields the product COC(CNC(=O)c1ccc(C(=O)N2CCN(c3ncccc3NC(C)C)CC2)nc1)OC. Reaction SMILES: [CH3:28][O:29][CH:30]([CH2:31][NH2:32])[O:33][CH3:34].[CH3:35][CH2:36][OH:37].[CH3:38][CH2:39][CH2:40][CH2:41][CH2:42][CH3:43].[CH:1]([CH3:2])([CH3:3])[NH:4][c:5]1[c:6]([N:11]2[CH2:12][CH2:13][N:14]([C:17](=[O:18])[c:19]3[n:20][cH:21][c:22]([C:23](=[O:24])[OH:25])[cH:26][cH:27]3)[CH2:15][CH2:16]2)[n:7][cH:8][cH:9][cH:10]1>>[CH:1]([CH3:2])([CH3:3])[NH:4][c:5]1[c:6]([N:11]2[CH2:12][CH2:13][N:14]([C:17](=[O:18])[c:19]3[n:20][cH:21][c:22]([C:23](=[O:24])[NH:32][CH2:31][CH:30]([O:29][CH3:28])[O:33][CH3:34])[cH:26][cH:27]3)[CH2:15][CH2:16]2)[n:7][cH:8][cH:9][cH:10]1.